From a dataset of the Open Reaction Database (ORD), a public repository of structured organic reaction records. describe an organic reaction: reactants, conditions, products, and yield Reactants: CC(C)(C)c1cc(C(=O)O)cc(C(C)(C)C)c1, COc1ccc(N)cc1. The reagents and catalysts are CN(C)[P+](N(C)C)(N(C)C)ON1C2=CC=CC=C2N=N1.F[P-](F)(F)(F)(F)F (BOP), CCN(C(C)C)C(C)C (DIPEA). Solvent: CN(C)C=O (DMF), CN(C)C=O (DMF), CN(C)C=O (DMF), CN(C)C=O (DMF), CN(C)C=O (DMF), CN(C)C=O (DMF). Run at temperature 25 celsius, time 2 hour. Yields the product COc1ccc(NC(=O)c2cc(C(C)(C)C)cc(C(C)(C)C)c2)cc1. Yield: 74.0%. Reaction SMILES: COc1ccc(N)cc1.CC(C)(C)c1cc(C(=O)O)cc(C(C)(C)C)c1.CN(C)[P+](N(C)C)(N(C)C)ON1C2=CC=CC=C2N=N1.F[P-](F)(F)(F)(F)F.CCN(C(C)C)C(C)C.CN(C)C=O>>COc1ccc(NC(=O)c2cc(C(C)(C)C)cc(C(C)(C)C)c2)cc1. Reactants: CCCCCCCCc1ccc(NCc2ccc(N(C)C)cc2)cc1, CC(C)c1cccc(C(C)C)c1N=C=O. Product: CCCCCCCCc1ccc(N(Cc2ccc(N(C)C)cc2)C(=O)Nc2c(C(C)C)cccc2C(C)C)cc1. RXN SMILES: [CH3:1][N:2]([c:3]1[cH:4][cH:5][c:6]([CH2:9][NH:10][c:11]2[cH:12][cH:13][c:14]([CH2:17][CH2:18][CH2:19][CH2:20][CH2:21][CH2:22][CH2:23][CH3:24])[cH:15][cH:16]2)[cH:7][cH:8]1)[CH3:25].[CH:26]([CH3:27])([CH3:28])[c:29]1[c:30]([N:38]=[C:39]=[O:40])[c:31]([CH:35]([CH3:36])[CH3:37])[cH:32][cH:33][cH:34]1>>[CH3:1][N:2]([c:3]1[cH:4][cH:5][c:6]([CH2:9][N:10]([c:11]2[cH:12][cH:13][c:14]([CH2:17][CH2:18][CH2:19][CH2:20][CH2:21][CH2:22][CH2:23][CH3:24])[cH:15][cH:16]2)[C:39]([NH:38][c:30]2[c:29]([CH:26]([CH3:27])[CH3:28])[cH:34][cH:33][cH:32][c:31]2[CH:35]([CH3:36])[CH3:37])=[O:40])[cH:7][cH:8]1)[CH3:25]. Starting materials: CC(CO)(C)N1N=CC(=C1)[N+](=O)[O-] (2-methyl-2-(4-nitro-1H-pyrazol-1-yl)propan-1-ol). The reagents and catalysts are [C].[Pd] (palladium-carbon). Solvent: C(C)O (ethanol). Conditions: time 8 hour. Yields the product NC=1C=NN(C1)C(CO)(C)C (2-(4-amino-1H-pyrazol-1-yl)-2-methylpropan-1-ol). Yield: 49.7%. RXN SMILES: [CH3:1][C:2]([N:6]1[CH:10]=[C:9]([N+:11]([O-])=O)[CH:8]=[N:7]1)([CH3:5])[CH2:3][OH:4]>C(O)C.[C].[Pd]>[NH2:11][C:9]1[CH:8]=[N:7][N:6]([C:2]([CH3:5])([CH3:1])[CH2:3][OH:4])[CH:10]=1 |f:2.3|. Procedure details: To a solution of the crude 2-methyl-2-(4-nitro-1H-pyrazol-1-yl)propan-1-ol (36 g) obtained in Step G of Example 103 in ethanol (200 mL) was added 10% palladium-carbon (360 mg), and the mixture was stirred overnight at room temperature under hydrogen atmosphere (at normal pressure). The palladium-carbon was removed by filtration through Celite, and the solvent was evaporated under reduced pressure. The residue was purified by silica gel column chromatography (ethyl acetate/methanol), and the obta... RXN SMILES: [Cl:18][C:19]([C:20]([Cl:21])=[O:22])=[O:23].[Cl:24][CH2:25][Cl:26].[F:1][c:2]1[c:3]([C:4](=[O:5])[OH:6])[c:7]([F:12])[cH:8][c:9]([F:11])[cH:10]1.[O:13]=[CH:14][N:15]([CH3:16])[CH3:17]>>[F:1][c:2]1[c:3]([C:4](=[O:5])[Cl:18])[c:7]([F:12])[cH:8][c:9]([F:11])[cH:10]1. The reactants are O=C(Cl)C(=O)Cl, ClCCl, O=C(O)c1c(F)cc(F)cc1F, CN(C)C=O. Yields the product O=C(Cl)c1c(F)cc(F)cc1F. Reactants: COCCC(=O)O, Cc1cnc(N2CCN(CCC3CCC(N)CC3)CC2)c2c1OCC2, Cl, Cl, Cl. The product is COCCC(=O)NC1CCC(CCN2CCN(c3ncc(C)c4c3CCO4)CC2)CC1. RXN SMILES: [CH3:29][O:30][CH2:31][CH2:32][C:33](=[O:34])[OH:35].[CH3:4][c:5]1[c:6]2[c:7]([c:8]([N:11]3[CH2:12][CH2:13][N:14]([CH2:17][CH2:18][CH:19]4[CH2:20][CH2:21][CH:22]([NH2:25])[CH2:23][CH2:24]4)[CH2:15][CH2:16]3)[n:9][cH:10]1)[CH2:26][CH2:27][O:28]2.[ClH:1].[ClH:2].[ClH:3]>>[CH3:4][c:5]1[c:6]2[c:7]([c:8]([N:11]3[CH2:12][CH2:13][N:14]([CH2:17][CH2:18][CH:19]4[CH2:20][CH2:21][CH:22]([NH:25][C:33]([CH2:32][CH2:31][O:30][CH3:29])=[O:34])[CH2:23][CH2:24]4)[CH2:15][CH2:16]3)[n:9][cH:10]1)[CH2:26][CH2:27][O:28]2.